From a dataset of the Open Reaction Database (ORD), a public repository of structured organic reaction records. describe an organic reaction: reactants, conditions, products, and yield Starting materials: ClCCl, CN(C)c1ccncc1, C(=NC1CCCCC1)=NC1CCCCC1, CCC(C)(C)C(=O)C(=O)N1CCCC1C(=O)O, CC1(C)C2CCC1(CS(=O)(=O)O)C(=O)C2, OCc1ccccc1. Yields the product CCC(C)(C)C(=O)C(=O)N1CCCC1C(=O)OCc1ccccc1. Reaction SMILES: [CH2:65]([Cl:66])[Cl:67].[CH3:56][N:57]([CH3:58])[c:59]1[cH:60][cH:61][n:62][cH:63][cH:64]1.[CH:26]1([N:27]=[C:28]=[N:29][CH:30]2[CH2:31][CH2:32][CH2:33][CH2:34][CH2:35]2)[CH2:36][CH2:37][CH2:38][CH2:39][CH2:40]1.[O:1]=[C:2]([C:3]([C:4]([CH2:5][CH3:6])([CH3:7])[CH3:8])=[O:9])[N:10]1[CH:11]([C:15](=[O:16])[OH:17])[CH2:12][CH2:13][CH2:14]1.[O:41]=[S:42](=[O:43])([OH:44])[CH2:45][C:46]12[CH2:47][CH2:48][CH:49]([C:50]1([CH3:51])[CH3:52])[CH2:53][C:54]2=[O:55].[OH:18][CH2:19][c:20]1[cH:21][cH:22][cH:23][cH:24][cH:25]1>>[O:1]=[C:2]([C:3]([C:4]([CH2:5][CH3:6])([CH3:7])[CH3:8])=[O:9])[N:10]1[CH:11]([C:15](=[O:16])[O:17][CH2:19][c:20]2[cH:21][cH:22][cH:23][cH:24][cH:25]2)[CH2:12][CH2:13][CH2:14]1. The reactants are [Na] (Sodium), CN (methylamine), C(C)(=O)N1CCC(CC1)N1N=C(C(=C1)C=1C=NC(=C(C1)C=1OC2=C(N1)C=CC=C2)N)C=O (1-(1-acetylpiperidin-4-yl)-4-(6-amino-5-(1,3-benzoxazol-2-yl)pyridin-3-yl)-1H-pyrazole-3-carbaldehyde). Run in ClCCl (dichloromethane), CO.ClCCl (MeOH dichloromethane), CO (methanol). Run at temperature 0 celsius, time 5 minute. The product is NC1=C(C=C(C=N1)C=1C(=NN(C1)C1CCN(CC1)C(C)=O)CNC)C=1OC2=C(N1)C=CC=C2 (1-[4-[4-[6-amino-5-(1,3-benzoxazol-2-yl)-3-pyridyl]-3-(methylaminomethyl)pyrazol-1-yl]-1-piperidyl]ethanone). The yield is 16.8%. Reaction SMILES: [C:1]([N:4]1[CH2:9][CH2:8][CH:7]([N:10]2[CH:14]=[C:13]([C:15]3[CH:16]=[N:17][C:18]([NH2:30])=[C:19]([C:21]4[O:22][C:23]5[CH:29]=[CH:28][CH:27]=[CH:26][C:24]=5[N:25]=4)[CH:20]=3)[C:12]([CH:31]=O)=[N:11]2)[CH2:6][CH2:5]1)(=[O:3])[CH3:2].[CH3:33][NH2:34].[Na]>CO.ClCCl.ClCCl.CO>[NH2:30][C:18]1[N:17]=[CH:16][C:15]([C:13]2[C:12]([CH2:31][NH:34][CH3:33])=[N:11][N:10]([CH:7]3[CH2:6][CH2:5][N:4]([C:1](=[O:3])[CH3:2])[CH2:9][CH2:8]3)[CH:14]=2)=[CH:20][C:19]=1[C:21]1[O:22][C:23]2[CH:29]=[CH:28][CH:27]=[CH:26][C:24]=2[N:25]=1 |f:3.4,^1:34|. Reported procedure: Over a period of 5 minutes, a solution of 1-(1-acetylpiperidin-4-yl)-4-(6-amino-5-(1,3-benzoxazol-2-yl)pyridin-3-yl)-1H-pyrazole-3-carbaldehyde (132 mg) in MeOH/dichloromethane (1:1) that had been cooled to 0° C., was added to a stirred solution of methylamine (0.153 ml, 0.31 mmol) dissolved in dichloromethane (6 ml) and methanol (6 ml). The resulting solution was stirred at 0° C. for 20 minutes. Sodium triacetoxyhydroborate (78 mg) was added at 0° C. to the mixture and stirred at 0° C. for 5 ho... The yield is 92.2%. The solvent is CN(C)C=O (DMF). Reported procedure: A stirred solution of 6-chloro-3-(trifluoromethyl)-[1,2,4]triazolo[4,3-b]pyridazine (3.48 g, 15.65 mmol), piperazine-1-carbonitrile (2 g, 17.99 mmol) and DIPEA (3.54 mL, 20.34 mmol) in DMF (20 mL) was heated at 70° C. for 1 hour. The solution was evaporated and partitioned between DCM and 1M aqueous K2CO3. The organic phase was washed with brine, dried over MgSO4, evaporated and triturated with ether. The precipitate was collected by filtration, washed with ether and dried under vacuum to afford... As a reaction SMILES: Cl[C:2]1[CH:3]=[CH:4][C:5]2[N:6]([C:8]([C:11]([F:14])([F:13])[F:12])=[N:9][N:10]=2)[N:7]=1.[N:15]1([C:21]#[N:22])[CH2:20][CH2:19][NH:18][CH2:17][CH2:16]1.CCN(C(C)C)C(C)C>CN(C=O)C>[F:12][C:11]([F:14])([F:13])[C:8]1[N:6]2[N:7]=[C:2]([N:18]3[CH2:19][CH2:20][N:15]([C:21]#[N:22])[CH2:16][CH2:17]3)[CH:3]=[CH:4][C:5]2=[N:10][N:9]=1. The product is FC(C1=NN=C2N1N=C(C=C2)N2CCN(CC2)C#N)(F)F (4-[3-(trifluoromethyl)-[1,2,4]triazolo[4,3-b]pyridazin-6-yl]piperazine-1-carbonitrile). Starting materials: ClC=1C=CC=2N(N1)C(=NN2)C(F)(F)F (6-chloro-3-(trifluoromethyl)-[1,2,4]triazolo[4,3-b]pyridazine), N1(CCNCC1)C#N (piperazine-1-carbonitrile), CCN(C(C)C)C(C)C (DIPEA). The reactants are (1,1-dimethyl-2-(5-hydroxy-1H-indol-3-yl))ethyl amine, N=1N=NN2C1C=CC(=C2)[C@H]2OC2 ((R)-2-(tetrazolo[1,5-a]pyrid-6-yl)oxirane). Run in C(C)O (ethanol). The product is N=1N=NN2C1C=CC(=C2)CO (tetrazolo[1,5-a]pyridine-6-methanol). Yield: 133.8%. Reaction SMILES: [N:1]1[N:2]=[N:3][N:4]2[CH:9]=[C:8]([C@@H:10]3C[O:11]3)[CH:7]=[CH:6][C:5]=12>C(O)C>[N:1]1[N:2]=[N:3][N:4]2[CH:9]=[C:8]([CH2:10][OH:11])[CH:7]=[CH:6][C:5]=12. Procedure details: A solution of 725 mg (3.55 mmol) of (1,1-dimethyl-2-(5-hydroxy-1H-indol-3-yl))ethyl amine (R. V. Heinzelman, et al., J. Org. Chem., 25, 1548 (1960)) and 598 mg of (R)-2-(tetrazolo[1,5-a]pyrid-6-yl)oxirane in 15 ml of absolute ethanol was stirred at reflux under nitrogen for 13 hours. The reaction mixture was concentrated under reduced pressure to give 1.05 g of crude product. This material was chromatographed on silica gel (90:10:1 CH2Cl2 :MeOH:NH4OH) to give 927 mg of partially purified materia... The reactants are ClC1=NN=C(C2=CC=CC=C12)NN ((4-chloro-phthalazin-1-yl)-hydrazine), ClC1=NN=C(C2=CC=CC=C12)NN ((4-chloro-phthalazin-1-yl)-hydrazine), COC1=CC=C(C(=O)Cl)C=C1 (4-methoxy-benzoyl chloride). Solvent: C1(=CC=CC=C1)C (toluene), C(C)N(CC)CC (triethylamine), C1(=CC=CC=C1)C (toluene). Run at temperature 110 celsius, time 6 hour. The product is ClC1=NN2C(C3=CC=CC=C13)=NN=C2C2=CC=C(C=C2)OC (6-Chloro-3-(4-methoxy-phenyl)-[1,2,4]triazolo[3,4-a]phthalazine). The yield is 54.3%. As a reaction SMILES: [Cl:1][C:2]1[C:11]2[C:6](=[CH:7][CH:8]=[CH:9][CH:10]=2)[C:5]([NH:12][NH2:13])=[N:4][N:3]=1.[CH3:14][O:15][C:16]1[CH:24]=[CH:23][C:19]([C:20](Cl)=O)=[CH:18][CH:17]=1>C1(C)C=CC=CC=1.C(N(CC)CC)C>[Cl:1][C:2]1[C:11]2[C:6](=[CH:7][CH:8]=[CH:9][CH:10]=2)[C:5]2=[N:12][N:13]=[C:20]([C:19]3[CH:23]=[CH:24][C:16]([O:15][CH3:14])=[CH:17][CH:18]=3)[N:4]2[N:3]=1. Procedure details: 6.0 g (4-chloro-phthalazin-1-yl)-hydrazine (compound C1) are suspended in a mixture of 160 ml toluene and 18 ml triethylamine at 60° C. and treated with a solution of 6.0 g 4-methoxy-benzoyl chloride in 48 ml toluene. The mixture is stirred at 110° C. for 6 h, cooled to ambient temperature, filtered with suction and rinsed with toluene. The solid is recrystallized from N,N-dimethylformamide, the precipitate is washed with water and dried to yield 5.2 g of the title compound (m.p.: 192-193° C.). Product: C(C1=CC=CC=C1)(C1=CC=CC=C1)=NC=1C=CC(=C(C1)C1(COCC(N1)=S)C1CC1)F ((RS)-5-[5-(benzhydrylidene-amino)-2-fluoro-phenyl]-5-cyclopropyl-morpholine-3-thione). RXN SMILES: [C:1](=[N:14][C:15]1[CH:16]=[CH:17][C:18]([F:31])=[C:19]([C:21]2([CH:28]3[CH2:30][CH2:29]3)[NH:26][C:25](=O)[CH2:24][O:23][CH2:22]2)[CH:20]=1)([C:8]1[CH:13]=[CH:12][CH:11]=[CH:10][CH:9]=1)[C:2]1[CH:7]=[CH:6][CH:5]=[CH:4][CH:3]=1.COC1C=CC(P2(SP(C3C=CC(OC)=CC=3)(=S)S2)=[S:41])=CC=1>O1CCCC1.C(OCC)(=O)C>[C:1](=[N:14][C:15]1[CH:16]=[CH:17][C:18]([F:31])=[C:19]([C:21]2([CH:28]3[CH2:30][CH2:29]3)[NH:26][C:25](=[S:41])[CH2:24][O:23][CH2:22]2)[CH:20]=1)([C:8]1[CH:13]=[CH:12][CH:11]=[CH:10][CH:9]=1)[C:2]1[CH:7]=[CH:6][CH:5]=[CH:4][CH:3]=1. Reported procedure: A mixture of (RS)-5-[5-(benzhydrylidene-amino)-2-fluoro-phenyl]-5-cyclopropyl-morpholin-3-one (2.10 g, 5.07 mmol) and Lawesson's reagent (0.926 mg, 2.3 mmol) in tetrahydrofuran (15 mL) was stirred at 70° C. for 3 hours. For the workup, the reaction mixture was diluted with ethyl acetate and extracted with a saturated solution of sodium hydrogen-carbonate. The organic layer was dried over sodium sulfate and evaporated. The crude product was purified by chromatography on silica gel using a gradien... Starting materials: C(C1=CC=CC=C1)(C1=CC=CC=C1)=NC=1C=CC(=C(C1)C1(COCC(N1)=O)C1CC1)F ((RS)-5-[5-(benzhydrylidene-amino)-2-fluoro-phenyl]-5-cyclopropyl-morpholin-3-one), COC=1C=CC(=CC1)P2(=S)SP(=S)(S2)C=3C=CC(=CC3)OC (Lawesson's reagent). Run in O1CCCC1 (tetrahydrofuran), C(C)(=O)OCC (ethyl acetate). Reaction conditions: temperature 70 celsius, time 3 hour. Starting materials: Cc1ccc(O)c(NC(=O)OC(C)(C)C)c1, CN(C)CCCO, CCOC(C)=O, CC(C)OC(=O)N=NC(=O)OC(C)C, C1CCOC1, c1ccc(P(c2ccccc2)c2ccccc2)cc1. The product is Cc1ccc(OCCCN(C)C)c(NC(=O)OC(C)(C)C)c1. As a reaction SMILES: [C:1]([CH3:2])([CH3:3])([CH3:4])[O:5][C:6]([NH:7][c:8]1[c:9]([OH:15])[cH:10][cH:11][c:12]([CH3:14])[cH:13]1)=[O:16].[CH3:36][N:37]([CH2:38][CH2:39][CH2:40][OH:41])[CH3:42].[CH3:62][CH2:63][O:64][C:65](=[O:66])[CH3:67].[O:43]=[C:44]([O:45][CH:46]([CH3:47])[CH3:48])[N:49]=[N:50][C:51]([O:52][CH:53]([CH3:54])[CH3:55])=[O:56].[O:57]1[CH2:58][CH2:59][CH2:60][CH2:61]1.[c:17]1([P:18]([c:19]2[cH:20][cH:21][cH:22][cH:23][cH:24]2)[c:25]2[cH:26][cH:27][cH:28][cH:29][cH:30]2)[cH:31][cH:32][cH:33][cH:34][cH:35]1>>[C:1]([CH3:2])([CH3:3])([CH3:4])[O:5][C:6]([NH:7][c:8]1[c:9]([O:15][CH2:40][CH2:39][CH2:38][N:37]([CH3:36])[CH3:42])[cH:10][cH:11][c:12]([CH3:14])[cH:13]1)=[O:16].